Dataset: the Open Reaction Database (ORD), a public repository of structured organic reaction records. Task: describe an organic reaction: reactants, conditions, products, and yield Starting materials: ONC(=N)N (1-Hydroxyguanidine), C(C1=CC=CC=C1)ON1[C@@H]2CC[C@H](N(C1=O)C2)C=2OC(=NN2)C2CCNCC2 ((2S,5R)-6-(benzyloxy)-2-(5-(piperidin-4-yl)-1,3,4-oxadiazol-2-yl)-1,6-diazabicyclo[3.2.1]octan-7-one), CCN=C=NCCCN(C)C (EDCI), C=1C=CC2=C(C1)N=NN2O (HOBT). Solvent: CN(C)C=O (DMF), O (water). Run at time 0.5 hour. The product is NC1=NOC(=N1)[C@H]1N2C(N([C@H](CC1)C2)OCC2=CC=CC=C2)=O ((2S,5R)-2-(3-amino-1,2,4-oxadiazol-5-yl)-6-(benzyloxy)-1,6-diaza-bicyclo[3.2.1]octan-7-one). Isolated yield 43.7%. Reaction SMILES: [CH2:1]([O:8][N:9]1[C:15](=[O:16])[N:14]2[CH2:17][C@H:10]1[CH2:11][CH2:12][C@H:13]2[C:18]1[O:19]C(C2CCNCC2)=N[N:22]=1)[C:2]1[CH:7]=[CH:6][CH:5]=[CH:4][CH:3]=1.CC[N:31]=[C:32]=[N:33]CCCN(C)C.C1C=CC2N(O)N=NC=2C=1.ONC(N)=N>CN(C=O)C.O>[NH2:33][C:32]1[N:22]=[C:18]([C@@H:13]2[CH2:12][CH2:11][C@@H:10]3[CH2:17][N:14]2[C:15](=[O:16])[N:9]3[O:8][CH2:1][C:2]2[CH:3]=[CH:4][CH:5]=[CH:6][CH:7]=2)[O:19][N:31]=1. Procedure: A solution of (2S,5R)-6-(benzyloxy)-2-(5-(piperidin-4-yl)-1,3,4-oxadiazol-2-yl)-1,6-diazabicyclo[3.2.1]octan-7-one (2.0 g, 7.25 mmol), EDCI (1.53 g, 7.98 mmol) and HOBT (1.08 g, 7.98 mmol) in DMF (15 mL) was stirred at rt for 0.5 h. 1-Hydroxyguanidine (0.653 g, 7.98 mmol) was then added and the reaction mixture was stirred for an additional 0.5 h. The resulting solution was treated under microwave at 100° C. for 1.5 hrs. The mixture was poured into water and extracted with EtOAc (2×). The combin... Reactants: O=S(=O)(O)Cl, O=c1[nH]cc(Cl)c2ccccc12. The product is O=c1[nH]cc(Cl)c2ccc(S(=O)(=O)Cl)cc12. As a reaction SMILES: [Cl:13][S:14](=[O:15])(=[O:16])[OH:17].[Cl:1][c:2]1[cH:3][nH:4][c:5](=[O:12])[c:6]2[cH:7][cH:8][cH:9][cH:10][c:11]12>>[Cl:1][c:2]1[cH:3][nH:4][c:5](=[O:12])[c:6]2[cH:7][c:8]([S:14]([Cl:13])(=[O:15])=[O:16])[cH:9][cH:10][c:11]12.